From a dataset of the Open Reaction Database (ORD), a public repository of structured organic reaction records. describe an organic reaction: reactants, conditions, products, and yield Starting materials: CCN=C=NCCCN(C)C (EDCI), C=1C=CC2=C(C1)N=NN2O (HOBt), CCN(C(C)C)C(C)C (DIPEA), N[C@H](CN1N=C(C=C1)C1=CC(=C(C#N)C(=C1)F)Cl)C ((S)-4-(1-(2-Aminopropyl)-1H-pyrazol-3-yl)-2-chloro-6-fluorobenzonitrile), C1(CC1)N1N=C(C=C1)C(=O)O (1-Cyclopropyl-1H-pyrazole-3-carboxylic acid). The solvent is C(Cl)Cl (DCM), C(Cl)Cl (DCM). Reaction conditions: time 8 hour. Product: ClC=1C=C(C=C(C1C#N)F)C1=NN(C=C1)C[C@H](C)NC(=O)C1=NN(C=C1)C1CC1 ((S)—N-(1-(3-(3-Chloro-4-cyano-5-fluorophenyl)-1H-pyrazol-1-yl)propan-2-yl)-1-cyclopropyl-1H-pyrazole-3-carboxamide). Reaction SMILES: [CH:1]1([N:4]2[CH:8]=[CH:7][C:6]([C:9]([OH:11])=O)=[N:5]2)[CH2:3][CH2:2]1.CCN=C=NCCCN(C)C.C1C=CC2N(O)N=NC=2C=1.CCN(C(C)C)C(C)C.[NH2:42][C@@H:43]([CH3:60])[CH2:44][N:45]1[CH:49]=[CH:48][C:47]([C:50]2[CH:57]=[C:56]([F:58])[C:53]([C:54]#[N:55])=[C:52]([Cl:59])[CH:51]=2)=[N:46]1>C(Cl)Cl>[Cl:59][C:52]1[CH:51]=[C:50]([C:47]2[CH:48]=[CH:49][N:45]([CH2:44][C@@H:43]([NH:42][C:9]([C:6]3[CH:7]=[CH:8][N:4]([CH:1]4[CH2:2][CH2:3]4)[N:5]=3)=[O:11])[CH3:60])[N:46]=2)[CH:57]=[C:56]([F:58])[C:53]=1[C:54]#[N:55]. Reported procedure: 1-Cyclopropyl-1H-pyrazole-3-carboxylic acid (0.30 g, 1.29 mmol) was dissolved in DCM (20 ml). EDCI (0.692 g, 3.61 mmol), HOBt (0.487 g, 3.61 mmol) and DIPEA (0.932 g, 7.22 mmol) were added at 0° C. to the solution. The resulting mixture was stirred at 0° C. for 15 min. (S)-4-(1-(2-Aminopropyl)-1H-pyrazol-3-yl)-2-chloro-6-fluorobenzonitrile (0.502 g, 1.8 mmol) dissolved in DCM (2 ml) was added and the mixture was stirred overnight. The reaction mixture was quenched by the addition of water and ex... Starting materials: FC(C(=O)O)(F)F (trifluoroacetic acid), COC([C@H](CC(=O)OC)CC1=C(C=C(C=C1)OC)CNCC(F)(F)F)=O ((S)-2-{4-methoxy-2-[(2,2,2-trifluoro-ethylamino)-methyl]-benzyl}-succinic acid dimethyl ester), COC(C(CC(=O)OC)CC1=C(C=C(C=C1)OC)CNCC(F)(F)F)=O (2-{4-methoxy-2-[(2,2,2-trifluoro-ethylamino)-methyl]-benzyl}-succinic acid dimethyl ester). Run in C1(=CC=CC=C1)C (Toluene), CC#N (CH3CN), C1(=CC=CC=C1)C (toluene). Conditions: temperature 50 celsius, time 2.5 hour. The product is COC(C[C@@H]1CC2=C(CN(C1=O)CC(F)(F)F)C=C(C=C2)OC)=O ([(S)-8-Methoxy-3-oxo-2-(2,2,2-trifluoro-ethyl)-2,3,4,5-tetrahydro-1H-benzo[c]azepin-4-yl]-acetic acid methyl ester). The yield is 88.0%. RXN SMILES: C[O:2][C:3](=O)[CH:4]([CH2:10][C:11]1[CH:16]=[CH:15][C:14]([O:17][CH3:18])=[CH:13][C:12]=1[CH2:19][NH:20][CH2:21][C:22]([F:25])([F:24])[F:23])[CH2:5][C:6]([O:8][CH3:9])=[O:7].FC(F)(F)C(O)=O.COC(=O)[C@@H](CC1C=CC(OC)=CC=1CNCC(F)(F)F)CC(OC)=O>C1(C)C=CC=CC=1.CC#N>[CH3:9][O:8][C:6](=[O:7])[CH2:5][C@H:4]1[C:3](=[O:2])[N:20]([CH2:21][C:22]([F:25])([F:24])[F:23])[CH2:19][C:12]2[CH:13]=[C:14]([O:17][CH3:18])[CH:15]=[CH:16][C:11]=2[CH2:10]1. Reported procedure: A toluene solution S)-2-{4-methoxy-2-[(2,2,2-trifluoro-ethylamino)-methyl]-benzyl}-succinic acid dimethyl ester (950 mL, 212 mmol) was placed in a 2 L round bottom flask and concentrated under rotary evaporation to a volume of 460 mL (to remove residual water). Toluene (450 mL) was added and the mixture was transferred to a 3 neck 2 L flask. The flask was fitted with reflux condenser, thermometer, nitrogen inlet/outlet, and stir bar. The mixture was de-gassed under a flow of nitrogen gas. The mi... Run at time 15 minute. Starting materials: C(C)(C)(C)ONC(C(C1=CC=C(C=C1)O)NS(=O)(=O)C1=CC=C(C=C1)OCC#CC)=O (N-(tert-butoxy)-2-({[4-(2-butynyloxy)phenyl]sulfonyl}amino)-2-(4-hydroxyphenyl)acetamide), C(=O)([O-])[O-].[K+].[K+] (K2CO3), C(C#C)Br (propargyl bromide). The solvent is CN(C)C=O (DMF). The product is C(C)(C)(C)ONC(C(C1=CC=C(C=C1)OCC#C)NS(=O)(=O)C1=CC=C(C=C1)OCC#CC)=O (N-(tert-butoxy)-2-({[4-(2-butynyloxy)phenyl]sulfonyl}amino)-2-[4-(2-propynyloxy)phenyl]acetamide). Procedure details: To a solution of 321.6 mg (0.72 mmol) of ′N-(tert-butoxy)-2-({[4-(2-butynyloxy)phenyl]sulfonyl}amino)-2-(4-hydroxyphenyl)acetamide from Example 176 in 3 ml DMF at 0° C. was added 199 mg (1.44 mmol) of K2CO3. The reaction mixture was stirred for 15 min, 94.4 mg (0.79 mmol) of propargyl bromide was added, and reaction mixture was stirred at room temperature overnight. DMF was removed in vacuo. The residue was diluted with ethyl acetate, washed with 1N HCl solution, water and brine. The organic lay... As a reaction SMILES: [C:1]([O:5][NH:6][C:7](=[O:31])[CH:8]([NH:16][S:17]([C:20]1[CH:25]=[CH:24][C:23]([O:26][CH2:27][C:28]#[C:29][CH3:30])=[CH:22][CH:21]=1)(=[O:19])=[O:18])[C:9]1[CH:14]=[CH:13][C:12]([OH:15])=[CH:11][CH:10]=1)([CH3:4])([CH3:3])[CH3:2].C([O-])([O-])=O.[K+].[K+].[CH2:38](Br)[C:39]#[CH:40]>CN(C=O)C>[C:1]([O:5][NH:6][C:7](=[O:31])[CH:8]([NH:16][S:17]([C:20]1[CH:21]=[CH:22][C:23]([O:26][CH2:27][C:28]#[C:29][CH3:30])=[CH:24][CH:25]=1)(=[O:19])=[O:18])[C:9]1[CH:10]=[CH:11][C:12]([O:15][CH2:40][C:39]#[CH:38])=[CH:13][CH:14]=1)([CH3:4])([CH3:3])[CH3:2] |f:1.2.3|. Reactants: teflon, NCCCO (3-amino-1-propanol), CC1=C(C(=CC=C1)C)N=C=S (2,6-dimethylphenylisothiocyanate). The solvent is O1CCCC1 (tetrahydrofuran). Run at temperature 50 celsius, time 2 hour. The product is CC=1C=CC=C(C1NC2=NCCCS2)C (xylazine). Isolated yield 74.2%. As a reaction SMILES: [NH2:1][CH2:2][CH2:3][CH2:4]O.[CH3:6][C:7]1[CH:12]=[CH:11][CH:10]=[C:9]([CH3:13])[C:8]=1[N:14]=[C:15]=[S:16]>O1CCCC1>[CH3:13][C:9]1[CH:10]=[CH:11][CH:12]=[C:7]([CH3:6])[C:8]=1[NH:14][C:15]1[S:16][CH2:4][CH2:3][CH2:2][N:1]=1. Procedure details: 380 ml (373 grams, 4.97 moles) of 3-amino-1-propanol and 450 ml of tetrahydrofuran ("THF") were added to a 5-L flask fitted with a mechanical stirrer, teflon clad thermol-couple and an addition funnel. Then with rapid stirring, 749 grams (4.59 moles) of the 2,6-dimethylphenylisothiocyanate were added dropwise over a 2 hour period. The temperature was kept below 45° C. by controlling the rate of addition and by the use of a cooling bath. The cooling bath was removed, and replaced with a heating m... Yields the product C[Si](CC[Si](Cl)(Cl)C)(C)C ((2-trimethylsilylethyl)methyldichlorosilane). Reaction conditions: time 4 hour. Reaction SMILES: [CH3:1][Si:2]([CH:5]=[CH2:6])([CH3:4])[CH3:3].[CH3:7][SiH:8]([Cl:10])[Cl:9]>[H+].[H+].Cl[Pt-2](Cl)(Cl)(Cl)(Cl)Cl.CCCCCC>[CH3:1][Si:2]([CH3:4])([CH3:3])[CH2:5][CH2:6][Si:8]([CH3:7])([Cl:10])[Cl:9] |f:2.3.4|. Isolated yield 67357.8%. The reagents and catalysts are [H+].[H+].Cl[Pt-2](Cl)(Cl)(Cl)(Cl)Cl (chloroplatinic acid). Starting materials: C[Si](C)(C)C=C (trimethylsilyl ethene), C[Si](C)(C)C=C (trimethylsilyl ethene), C[SiH](Cl)Cl (methyldichlorosilane), C[SiH](Cl)Cl (methyldichlorosilane), mixture, C[Si](C)(C)C=C (trimethylsilyl ethene), C[SiH](Cl)Cl (methyldichlorosilane). Run in CCCCCC (hexane). Reported procedure: There was allowed 100 g (1.0 mmol) of trimethylsilyl ethene to react with 127 g (1.1 mol) of methyldichlorosilane in a 500-ml flask equipped with a dropping funnel, reflux condenser, stirrer and nitrogen gas introducing tube, by steps of placing 20 ml of a mixture of trimethylsilyl ethene and methyldichlorosilane and 0.0051 g (0.01 mmol) of chloroplatinic acid in the flask, adding dropwise the remaining mixture of trimethylsilyl ethene and methyldichlorosilane thereto over a period of 4 hours wh... The reactants are C(C1=CC=C(C#N)C=C1)#N (Terephthalonitrile), aqueous solution, [OH-].[Na+] (sodium hydroxide), resultant mixture. The solvent is CO (methanol). The product is C(#N)C1=CC=C(C(=O)N)C=C1 (p-cyanobenzamide). Isolated yield 62.3%. As a reaction SMILES: [C:1](#[N:10])[C:2]1[CH:9]=[CH:8][C:5]([C:6]#[N:7])=[CH:4][CH:3]=1.[OH-:11].[Na+]>CO>[C:6]([C:5]1[CH:8]=[CH:9][C:2]([C:1]([NH2:10])=[O:11])=[CH:3][CH:4]=1)#[N:7] |f:1.2|. Procedure: Terephthalonitrile (12.8 g, 0.1 mol) and methanol (170.1 g) were mixed, and the resultant mixture was heated to 64° C. with stirring. To the mixture, a 20% aqueous solution of sodium hydroxide (12 g) was added over six hours. Liquid chromatographic analysis revealed the reaction mixture contained 9.1 g of p-cyanobenzamide (yield 62%). Starting materials: N1(CCCC1)C1CCC=2C=CC=NC12 (7-(1-pyrrolidinyl)-6,7-dihydro-5H-1-pyrindine). Reagents/catalysts: [Pt]=O (platinum oxide). Run in CO (methanol), Cl (hydrochloric acid). Product: N1(CCCC1)C1CCC2CCCNC12 ((±) octahydro-7-(1-pyrrolidinyl)-1H-1-pyrindine). Reaction SMILES: [N:1]1([CH:6]2[C:14]3[N:13]=[CH:12][CH:11]=[CH:10][C:9]=3[CH2:8][CH2:7]2)[CH2:5][CH2:4][CH2:3][CH2:2]1>CO.Cl.[Pt]=O>[N:1]1([CH:6]2[CH:14]3[CH:9]([CH2:10][CH2:11][CH2:12][NH:13]3)[CH2:8][CH2:7]2)[CH2:2][CH2:3][CH2:4][CH2:5]1. Procedure: 6.4 g of the product of Step B in 64 ml of methanol and 6.4 ml of concentrated hydrochloric acid were hydrogenated in the presence of platinum oxide for 5 hours under 1700 mbars and then filtered. The solvent was evaporated to dryness at 40° C. maximum under reduced pressure. The residue was taken up in 20 ml of water, alkalized with about 10 ml of a 32% solution of sodium hydroxide, extracted with methylene chloride, washed with water, dried, and taken to dryness under reduced pressure. The res...